The task is: describe an organic reaction: reactants, conditions, products, and yield. This data is from the Open Reaction Database (ORD), a public repository of structured organic reaction records. The reactants are C1(CCCCC1)N=C=O (cyclohexyl isocyanate), ClC1=CC=C(CN2CCN(CC2)CCCS)C=C1 (3-[4-(4-chlorobenzyl)piperazin-1-yl]propanethiol). Solvent: C(Cl)Cl (methylene chloride). Reaction conditions: time 8 hour. Product: Cl.Cl.C1(CCCCC1)NC(O)=SCCCN1CCN(CC1)CC1=CC=C(C=C1)Cl (N-cyclohexyl-S-{3-[4-(4-chlorobenzyl)piperazin-1-yl]propyl}thiocarbamate dihydrochloride). Yield: 100.7%. Reaction SMILES: [CH:1]1([N:7]=[C:8]=[O:9])[CH2:6][CH2:5][CH2:4][CH2:3][CH2:2]1.[Cl:10][C:11]1[CH:27]=[CH:26][C:14]([CH2:15][N:16]2[CH2:21][CH2:20][N:19]([CH2:22][CH2:23][CH2:24][SH:25])[CH2:18][CH2:17]2)=[CH:13][CH:12]=1>C(Cl)Cl>[ClH:10].[ClH:10].[CH:1]1([NH:7][C:8](=[SH:25][CH2:24][CH2:23][CH2:22][N:19]2[CH2:20][CH2:21][N:16]([CH2:15][C:14]3[CH:13]=[CH:12][C:11]([Cl:10])=[CH:27][CH:26]=3)[CH2:17][CH2:18]2)[OH:9])[CH2:6][CH2:5][CH2:4][CH2:3][CH2:2]1 |f:3.4.5|. Reported procedure: A mixture of 1.0 g of cyclohexyl isocyanate, 2.1 g of 3-[4-(4-chlorobenzyl)piperazin-1-yl]propanethiol and 10 ml of methylene chloride was stirred at room temperature overnight and then concentrated in vacuo. The residue crystallized upon standing. The product was recrystallized from aqueous ethanol, dissolved in ether, and the ethanol solution was dried (magnesium sulfate). The salt was then precipitated with ethereal hydrochloric acid and recrystallized twice from aqueous ethanol to give 1.2 g... Starting materials: CN(C)CCCN, O=C(O)c1cccc(-c2nnc(CSCCOc3ccccc3)o2)c1. The product is CN(C)CCCNC(=O)c1cccc(-c2nnc(CSCCOc3ccccc3)o2)c1. Reaction SMILES: [CH3:26][N:27]([CH2:28][CH2:29][CH2:30][NH2:31])[CH3:32].[O:1]([c:2]1[cH:3][cH:4][cH:5][cH:6][cH:7]1)[CH2:8][CH2:9][S:10][CH2:11][c:12]1[n:13][n:14][c:15](-[c:17]2[cH:18][c:19]([C:20](=[O:21])[OH:22])[cH:23][cH:24][cH:25]2)[o:16]1>>[O:1]([c:2]1[cH:3][cH:4][cH:5][cH:6][cH:7]1)[CH2:8][CH2:9][S:10][CH2:11][c:12]1[n:13][n:14][c:15](-[c:17]2[cH:18][c:19]([C:20](=[O:22])[NH:31][CH2:30][CH2:29][CH2:28][N:27]([CH3:26])[CH3:32])[cH:23][cH:24][cH:25]2)[o:16]1. Reactants: OC=1C=C(C(=O)OC)C=CC1[N+](=O)[O-] (methyl 3-hydroxy-4-nitrobenzoate), C([O-])([O-])=O.[K+].[K+] (potassium carbonate), BrC(C)C (2-bromopropane), O (water). Run in CN(C=O)C (dimethylformamide). Yields the product C(C)(C)OC=1C=C(C(=O)OC)C=CC1[N+](=O)[O-] (methyl 3-isopropoxy-4-nitrobenzoate). As a reaction SMILES: [OH:1][C:2]1[CH:3]=[C:4]([CH:9]=[CH:10][C:11]=1[N+:12]([O-:14])=[O:13])[C:5]([O:7][CH3:8])=[O:6].C(=O)([O-])[O-].[K+].[K+].Br[CH:22]([CH3:24])[CH3:23].O>CN(C)C=O>[CH:22]([O:1][C:2]1[CH:3]=[C:4]([CH:9]=[CH:10][C:11]=1[N+:12]([O-:14])=[O:13])[C:5]([O:7][CH3:8])=[O:6])([CH3:24])[CH3:23] |f:1.2.3|. Reported procedure: A solution of methyl 3-hydroxy-4-nitrobenzoate (5.9 g) in dimethylformamide (40 mL) is treated with potassium carbonate (6.2 g) and 2-bromopropane (3.7 g), and the stirred solution is heated at 60°-65° C. for 4 hours. After cooling, water (100 mL) is added and the solution is extracted with toluene (2×100 mL) The combined organic extracts are dried over magnesium sulfate and evaporated in vacuo, to give methyl 3-isopropoxy-4-nitrobenzoate, in the form of a pale yellow solid (5.9 g), m.p. 46°-48°... Starting materials: C(C)(=O)N1CCC(CC1)C(C1=CC=C(C=C1)F)=O (1-acetyl-4-(p-fluorobenzoyl)piperidine), BrBr (bromine). Solvent: C(Cl)(Cl)Cl (chloroform). Reaction conditions: time 8 hour. Yields the product C(C)(=O)N1CCC(CC1)(C(C1=CC=C(C=C1)F)=O)Br (1-ACETYL-4-BROMO-4-(p-FLUOROBENZOYL)PIPERIDINE). RXN SMILES: [C:1]([N:4]1[CH2:9][CH2:8][CH:7]([C:10](=[O:18])[C:11]2[CH:16]=[CH:15][C:14]([F:17])=[CH:13][CH:12]=2)[CH2:6][CH2:5]1)(=[O:3])[CH3:2].[Br:19]Br>C(Cl)(Cl)Cl>[C:1]([N:4]1[CH2:9][CH2:8][C:7]([Br:19])([C:10](=[O:18])[C:11]2[CH:12]=[CH:13][C:14]([F:17])=[CH:15][CH:16]=2)[CH2:6][CH2:5]1)(=[O:3])[CH3:2]. Procedure details: A solution of 36 g (0.145 mole) of 1-acetyl-4-(p-fluorobenzoyl)piperidine in 175 ml of chloroform was treated with fifteen ml of bromine. The mixture was heated at reflux for one hour and then allowed to stand overnight at room temperature. 1-Acetyl-4-bromo-4-(p-fluorobenzoyl)piperidine precipitated and was collected by filtration and recrystallized from ethanol. Yield 40.6 g, melting point 156°-159° C. In the same manner, additional intermediates of this type are produced by substituting the se... The reactants are COC(=O)C=Cc1ccc(CC(C)=O)cc1, O, NCC(O)c1cc2ccccc2o1. The product is COC(=O)C=Cc1ccc(CC(C)NCC(O)c2cc3ccccc3o2)cc1. Reaction SMILES: [C:14](=[O:15])([O:16][CH3:17])[CH:18]=[CH:19][c:20]1[cH:21][cH:22][c:23]([CH2:26][C:27]([CH3:28])=[O:29])[cH:24][cH:25]1.[OH2:30].[o:1]1[c:2]([CH:10]([CH2:11][NH2:12])[OH:13])[cH:3][c:4]2[c:5]1[cH:6][cH:7][cH:8][cH:9]2>>[o:1]1[c:2]([CH:10]([CH2:11][NH:12][CH:27]([CH2:26][c:23]2[cH:22][cH:21][c:20]([CH:19]=[CH:18][C:14](=[O:15])[O:16][CH3:17])[cH:25][cH:24]2)[CH3:28])[OH:13])[cH:3][c:4]2[c:5]1[cH:6][cH:7][cH:8][cH:9]2. The reactants are NC1=C(C(N(C(N1C)=O)CC1=CC=C(C=C1)OC)=O)N=O (6-amino-3-(4-methoxybenzyl)-1-methyl-5-nitrosopyrimidine-2,4(1H,3H)-dione), S(=O)([O-])S(=O)[O-].[Na+].[Na+] (sodium dithionite). The solvent is O (water), [OH-].[NH4+] (ammonium hydroxide). Conditions: time 4 hour. The product is NC=1C(N(C(N(C1N)C)=O)CC1=CC=C(C=C1)OC)=O (5,6-diamino-3-(4-methoxybenzyl)-1-methylpyrimidine-2,4(1H,3H)-dione). Yield: 89.8%. RXN SMILES: [NH2:1][C:2]1[N:7]([CH3:8])[C:6](=[O:9])[N:5]([CH2:10][C:11]2[CH:16]=[CH:15][C:14]([O:17][CH3:18])=[CH:13][CH:12]=2)[C:4](=[O:19])[C:3]=1[N:20]=O.S(S([O-])=O)([O-])=O.[Na+].[Na+]>[OH-].[NH4+].O>[NH2:20][C:3]1[C:4](=[O:19])[N:5]([CH2:10][C:11]2[CH:16]=[CH:15][C:14]([O:17][CH3:18])=[CH:13][CH:12]=2)[C:6](=[O:9])[N:7]([CH3:8])[C:2]=1[NH2:1] |f:1.2.3,4.5|. Reported procedure: To a solution of 6-amino-3-(4-methoxybenzyl)-1-methyl-5-nitrosopyrimidine-2,4(1H,3H)-dione (4.1 g, 14.1 mmol) in ammonium hydroxide (100 mL, 14% wt/wt) was added sodium dithionite (4.9 g, 28.2 mmol) in small portions at 60° C., and the mixture was stirred at this temperature for 4 h. The reaction was cooled and was diluted with water. The solids were collected, rinsed with water and dried under vacuum to give 5,6-diamino-3-(4-methoxybenzyl)-1-methylpyrimidine-2,4(1H,3H)-dione (3.5 g, 89.8% yield...